Dataset: the Open Reaction Database (ORD), a public repository of structured organic reaction records. Task: describe an organic reaction: reactants, conditions, products, and yield The reactants are CC(=O)O, COc1ccc(C=O)cc1O, O=[N+]([O-])O. Yields the product COc1c(O)cc(C=O)cc1[N+](=O)[O-]. As a reaction SMILES: [CH3:16][C:17](=[O:18])[OH:19].[O:1]=[CH:2][c:3]1[cH:4][c:5]([OH:6])[c:7]([O:8][CH3:9])[cH:10][cH:11]1.[OH:12][N+:13]([O-:14])=[O:15]>>[O:1]=[CH:2][c:3]1[cH:4][c:5]([OH:6])[c:7]([O:8][CH3:9])[c:10]([N+:13](=[O:12])[O-:14])[cH:11]1. The reactants are COC(=O)c1cccc(-c2cccc([N+](=O)[O-])c2)c1, C1CCOC1. Yields the product COC(=O)c1cccc(-c2cccc(N)c2)c1. As a reaction SMILES: [CH3:1][O:2][C:3](=[O:4])[c:5]1[cH:6][c:7](-[c:11]2[cH:12][c:13]([N+:17]([O-:18])=[O:19])[cH:14][cH:15][cH:16]2)[cH:8][cH:9][cH:10]1.[O:20]1[CH2:21][CH2:22][CH2:23][CH2:24]1>>[CH3:1][O:2][C:3](=[O:4])[c:5]1[cH:6][c:7](-[c:11]2[cH:12][c:13]([NH2:17])[cH:14][cH:15][cH:16]2)[cH:8][cH:9][cH:10]1. Reactants: CC(=O)Nc1ccc(-c2coc3cc(OC(C)=O)c(O)cc3c2=O)cc1, CCO, Cl. Product: CC(=O)Nc1ccc(-c2coc3cc(O)c(O)cc3c2=O)cc1. RXN SMILES: [C:1](=[O:2])([CH3:3])[O:4][c:5]1[cH:6][c:7]2[c:8]([c:9](=[O:23])[c:10](-[c:13]3[cH:14][cH:15][c:16]([NH:19][C:20]([CH3:21])=[O:22])[cH:17][cH:18]3)[cH:11][o:12]2)[cH:24][c:25]1[OH:26].[CH3:28][CH2:29][OH:30].[ClH:27]>>[OH:4][c:5]1[cH:6][c:7]2[c:8]([c:9](=[O:23])[c:10](-[c:13]3[cH:14][cH:15][c:16]([NH:19][C:20]([CH3:21])=[O:22])[cH:17][cH:18]3)[cH:11][o:12]2)[cH:24][c:25]1[OH:26]. Starting materials: [Br-].CC1=CC=C(C(C[N+]2=CC=CC3=CC=CC=C23)=O)C=C1 (1-(4-methyl-phenacyl)-quinolinium bromide), [Cr](=O)(=O)([O-])O[Cr](=O)(=O)[O-] (dichromate), C([O-])(O)=O.[Na+] (sodium bicarbonate), C(C=C)#N (acrylonitrile). Solvent: CN(C=O)C (N,N-dimethylformamide). The product is C(#N)C=1C=C(N2C1C=CC1=CC=CC=C21)C(C2=CC=C(C=C2)C)=O (3-Cyano-1-(4-methyl-benzoyl)-pyrrolo[1,2-a]quinoline). Reaction SMILES: [Br-].[CH3:2][C:3]1[CH:21]=[CH:20][C:6]([C:7](=[O:19])[CH2:8][N+:9]2[C:18]3[C:13](=[CH:14][CH:15]=[CH:16][CH:17]=3)[CH:12]=[CH:11][CH:10]=2)=[CH:5][CH:4]=1.[Cr](O[Cr]([O-])(=O)=O)([O-])(=O)=O.C(=O)(O)[O-].[Na+].[C:36](#[N:39])[CH:37]=[CH2:38]>CN(C)C=O>[C:36]([C:37]1[CH:38]=[C:8]([C:7](=[O:19])[C:6]2[CH:5]=[CH:4][C:3]([CH3:2])=[CH:21][CH:20]=2)[N:9]2[C:18]3[C:13](=[CH:14][CH:15]=[CH:16][CH:17]=3)[CH:12]=[CH:11][C:10]=12)#[N:39] |f:0.1,3.4|. Procedure details: The title compound was prepared from 1-(4-methyl-phenacyl)-quinolinium bromide (120 mg, 0.350 mmol), tetrapyridinecobalt(II) dichromate (229 mg, 0.376 mmol), sodium bicarbonate (74.7 mg, 0.889 mmol), acrylonitrile (120 μL, 1.82 mmol), and N,N-dimethylformamide (2.5 mL), similar to Example 1b, and yielded 30.6 mg (28%) as a yellow solid. 1H NMR (CDCl3): 8.05 (d, J=8.51 Hz, 1H), 7.98 (dd, J=6.60, 1.65 Hz, 2H), 7.84 (dd, J=7.83, 1.51 Hz, 1H), 7.71 (d, J=9.34 Hz, 1H), 7.67 (d, J=9.07 Hz, 1H), 7.60 (... The reactants are OC1=CC(OC(C1)(CCC1=C(N=CS1)C)C(C)C)=O (4-hydroxy-6-isopropyl-6-[2-(4-methyl-thiazol-5-yl)-ethyl]-5,6-dihydro-pyran-2-one), C(C)(C)(C)C1=C(C=C(C(=C1)CO)C)SS(=O)(=O)C1=CC=C(C=C1)C (toluene-4-thiosulfonic acid S-(2-tert-butyl-4-hydroxymethyl-5-methyl-phenyl)ester), C([O-])([O-])=O.[K+].[K+] (potassium carbonate). Run in CN(C)C=O (DMF). Product: C(C)(C)(C)C1=C(C=C(C(=C1)CO)C)SC=1C(OC(CC1O)(CCC1=C(N=CS1)C)C(C)C)=O (3-(2-tert-Butyl-4-hydroxymethyl-5-methyl-phenylsulfanyl)-4-hydroxy-6-isopropyl-6-[2-(4-methyl-thiazol-5-yl)-ethyl]-5,6-dihydro-pyran-2-one). RXN SMILES: [OH:1][C:2]1[CH2:7][C:6]([CH:16]([CH3:18])[CH3:17])([CH2:8][CH2:9][C:10]2[S:14][CH:13]=[N:12][C:11]=2[CH3:15])[O:5][C:4](=[O:19])[CH:3]=1.[C:20]([C:24]1[CH:29]=[C:28]([CH2:30][OH:31])[C:27]([CH3:32])=[CH:26][C:25]=1[S:33]S(C1C=CC(C)=CC=1)(=O)=O)([CH3:23])([CH3:22])[CH3:21].C(=O)([O-])[O-].[K+].[K+]>CN(C=O)C>[C:20]([C:24]1[CH:29]=[C:28]([CH2:30][OH:31])[C:27]([CH3:32])=[CH:26][C:25]=1[S:33][C:3]1[C:4](=[O:19])[O:5][C:6]([CH:16]([CH3:17])[CH3:18])([CH2:8][CH2:9][C:10]2[S:14][CH:13]=[N:12][C:11]=2[CH3:15])[CH2:7][C:2]=1[OH:1])([CH3:23])([CH3:22])[CH3:21] |f:2.3.4|. Procedure: The title compound was prepared according to General Method 16a using 4-hydroxy-6-isopropyl-6-[2-(4-methyl-thiazol-5-yl)-ethyl]-5,6-dihydro-pyran-2-one (Example E-1; 0.22 g, 0.78 mmol), toluene-4-thiosulfonic acid S-(2-tert-butyl-4-hydroxymethyl-5-methyl-phenyl)ester (Example BB-2; 0.33 g, 0.90 mmol), potassium carbonate (1.0 g, 7.2 mmol), and DMF (4 mL). The product was chromatographed on silica gel, eluting with 10% MeOH in CH2Cl2, to give the title compound, mp 138-141° C. Starting materials: ClCCl, CCOC(=O)c1c(C(F)(F)F)nc(C(F)F)c(CO)c1CC, O=[Cr](=O)([O-])Cl, c1cc[nH+]cc1. Product: CCOC(=O)c1c(C(F)(F)F)nc(C(F)F)c(C=O)c1CC. As a reaction SMILES: [Cl:34][CH2:35][Cl:36].[F:1][CH:2]([c:3]1[c:4]([CH2:20][OH:21])[c:5]([CH2:18][CH3:19])[c:6]([C:13](=[O:14])[O:15][CH2:16][CH3:17])[c:7]([C:9]([F:10])([F:11])[F:12])[n:8]1)[F:22].[O:23]=[Cr:24]([Cl:25])([O-:26])=[O:27].[nH+:28]1[cH:29][cH:30][cH:31][cH:32][cH:33]1>>[F:1][CH:2]([c:3]1[c:4]([CH:20]=[O:21])[c:5]([CH2:18][CH3:19])[c:6]([C:13](=[O:14])[O:15][CH2:16][CH3:17])[c:7]([C:9]([F:10])([F:11])[F:12])[n:8]1)[F:22]. Reactants: Fc1cc(Br)cnc1F, CN, CCO, CCOC(C)=O. The product is CNc1ncc(Br)cc1F. Reaction SMILES: [Br:1][c:2]1[cH:3][c:4]([F:9])[c:5]([F:8])[n:6][cH:7]1.[CH3:10][NH2:11].[CH3:12][CH2:13][OH:14].[CH3:15][CH2:16][O:17][C:18]([CH3:19])=[O:20]>>[Br:1][c:2]1[cH:3][c:4]([F:9])[c:5]([NH:11][CH3:10])[n:6][cH:7]1. The reactants are C(C1=CC=CC=C1)C1=NC2=CC(=CC=C2C=C1O)Br (2-benzyl-7-bromo-3-hydroxyquinoline), CN(C=O)C (N,N-dimethylformamide). The reagents and catalysts are [C-]#N.[Zn+2].[C-]#N (zinc cyanide), [Pd].C1(=CC=CC=C1)P(C1=CC=CC=C1)C1=CC=CC=C1.C1(=CC=CC=C1)P(C1=CC=CC=C1)C1=CC=CC=C1.C1(=CC=CC=C1)P(C1=CC=CC=C1)C1=CC=CC=C1.C1(=CC=CC=C1)P(C1=CC=CC=C1)C1=CC=CC=C1 (tetrakis(triphenylphosphine) palladium(0)). Run at time 7 hour. The product is C(C1=CC=CC=C1)C1=NC2=CC(=CC=C2C=C1O)C#N (2-Benzyl-7-cyano-3-hydroxyquinoline). As a reaction SMILES: [CH2:1]([C:8]1[C:17]([OH:18])=[CH:16][C:15]2[C:10](=[CH:11][C:12](Br)=[CH:13][CH:14]=2)[N:9]=1)[C:2]1[CH:7]=[CH:6][CH:5]=[CH:4][CH:3]=1.[CH3:20][N:21](C)C=O>[C-]#N.[Zn+2].[C-]#N.[Pd].C1(P(C2C=CC=CC=2)C2C=CC=CC=2)C=CC=CC=1.C1(P(C2C=CC=CC=2)C2C=CC=CC=2)C=CC=CC=1.C1(P(C2C=CC=CC=2)C2C=CC=CC=2)C=CC=CC=1.C1(P(C2C=CC=CC=2)C2C=CC=CC=2)C=CC=CC=1>[CH2:1]([C:8]1[C:17]([OH:18])=[CH:16][C:15]2[C:10](=[CH:11][C:12]([C:20]#[N:21])=[CH:13][CH:14]=2)[N:9]=1)[C:2]1[CH:7]=[CH:6][CH:5]=[CH:4][CH:3]=1 |f:2.3.4,5.6.7.8.9|. Reported procedure: A mixture of 370 mg of 2-benzyl-7-bromo-3-hydroxyquinoline (including n-hexadecyl-tri-n-butylphosphonium bromide), 208 mg of zinc cyanide, 272 mg of tetrakis(triphenylphosphine) palladium(0) and 10 ml of N,N-dimethylformamide was heated under stirring for 7 hours in an oil bath kept at 90° C. After cooling as it was, insoluble matters were filtered through Celite and an aqueous potassium carbonate solution was added to the filtrate. The mixture was extracted with ethyl acetate, and the organic p... Reactants: alcohol, C/C/1=C\CC/C(=C/C[C@@H](CC1)C(=C)C)/C ((+)-germacrene A), C[C@@H]1CCC=C2[C@]1(C[C@@H](CC2)C(=C)C)C (valencene), C[C@@H]1CC(=O)C=C2[C@]1(C[C@@H](CC2)C(=C)C)C (nootkaton), C/C/1=C\CC/C(=C/C[C@H](CC1)C(=C)C)/C (germacrene A), C[C@@H]1CCC=C2[C@]1(C[C@@H](CC2)C(=C)C)C ((+)-valencene), sesquiterpene lactone, valencene alcohol, sesquiterpene, aldehydes ketones, aldehyde ketone, C[C@@H]1CC(=O)C=C2[C@]1(C[C@@H](CC2)C(=C)C)C (nootkatone), C/C/1=C\CC/C(=C/CC(=C(C)C)CC1)/C (germacrene B), C[C@@H]1CC(=O)C=C2[C@]1(C[C@@H](CC2)C(=C)C)C (Nootkatone), isopropylidene, terpene, C2-position, alcohol, C/C/1=C\CC/C(=C/C[C@@H](CC1)C(=C)C)/C ((+)-germacrene A), carboxylic acids, sesquiterpene, C[C@@H]1CCC=C2[C@]1(C[C@@H](CC2)C(=C)C)C (valencene), C2, isopropenyl, carboxylic acid, terpene alcohols. The solvent is sesquiterpene lactone. Yields the product C[C@@H]1CC[C@H]([C@@H]2[C@H]1CCC(=C2)C)C(=C)CO (amorpha-4,11-dien-12-ol). Reaction SMILES: [CH3:1][C:2]1=[CH:3][CH2:4][CH2:5][C:6]([CH3:15])=[CH:7][CH2:8][C@H:9]([C:12]([CH3:14])=[CH2:13])[CH2:10][CH2:11]1.CC1=CCCC(C)=CC[C@@H](C(C)=C)CC1.CC1=CCCC(C)=CCC(CC1)=C(C)C.C[C@H]1[C@]2(C)C[C@H](C(C)=C)CCC2=CCC1.C[C@H]1[C@]2(C)C[C@H](C(C)=C)CCC2=CC(=[O:65])C1>>[CH3:15][C@H:6]1[C@@H:5]2[CH2:4][CH2:3][C:2]([CH3:1])=[CH:11][C@@H:10]2[C@H:9]([C:12]([CH2:14][OH:65])=[CH2:13])[CH2:8][CH2:7]1. Procedure details: The invention provides the use of enzymes derived from an organism, in particularly from a plant, that contains sesquiterpene lactones, in biocatalysis. The regio- and stereoselective oxidation of organic compounds is still a largely unresolved challenge to organic chemistry (Faber, 2000). We investigated whether the oxidising enzymes of a sesquiterpene containing organism such as an Asteraceae species, are capable of converting for example sesquiterpene olefins to commercially interesting produ...